This data is from the Open Reaction Database (ORD), a public repository of structured organic reaction records. The task is: describe an organic reaction: reactants, conditions, products, and yield Reactants: C(C(C)C)(=O)Cl (Isobutyryl chloride), C(C)(C)(C)NCC(C)C (tert-butylisobutylamine), O1CCCC1 (tetrahydrofuran). Reaction conditions: time 1 hour. Yields the product C(C)(C)(C)NC(C(C)(C)CC(C)C)=O (N-tert-butylisobutyl-2-methylpropionamide). Reaction SMILES: [C:1](Cl)(=O)[CH:2]([CH3:4])[CH3:3].[C:7]([NH:11][CH2:12][CH:13]([CH3:15])[CH3:14])([CH3:10])([CH3:9])[CH3:8].[O:16]1CCCC1>>[C:7]([NH:11][C:12](=[O:16])[C:13]([CH2:1][CH:2]([CH3:4])[CH3:3])([CH3:15])[CH3:14])([CH3:10])([CH3:9])[CH3:8]. Reported procedure: Isobutyryl chloride (10.90 g, 0.1 mol) was added to a solution of tert-butylisobutylamine (25.85 g, 0.2 mol) in tetrahydrofuran (150 ml) at room temperature and stirred for 1 h. Solids were filtered off and washed with tetrahydrofuran ( 2×25 ml). N, N-tert-butylisobutyl-2-methylpropionamide was isolated by distillation to yield 18.50 g, (90%), bp 59-60° C./1.3 mm Hg. A 1 M borane-tetrahydrofuran solution (100 ml, 0,10 mol) was added dropwise to a solution of the amide (17.95 g, 90 mmol) in tetra... Reagents/catalysts: [Fe] (iron). Solvent: C(Cl)Cl (DCM), CO (MeOH). The yield is 28.1%. Reactants: BrC1=C(C(=CC(=C1)F)[N+](=O)[O-])C (1-bromo-5-fluoro-2-methyl-3-nitro-benzene), Cl (hydrochloric acid). Run at time 16 hour. Reaction SMILES: [Br:1][C:2]1[CH:7]=[C:6]([F:8])[CH:5]=[C:4]([N+:9]([O-])=O)[C:3]=1[CH3:12].Cl>CO.C(Cl)Cl.[Fe]>[Br:1][C:2]1[C:3]([CH3:12])=[C:4]([NH2:9])[CH:5]=[C:6]([F:8])[CH:7]=1. Yields the product BrC=1C(=C(C=C(C1)F)N)C (3-bromo-5-fluoro-2-methyl-phenylamine). Procedure details: To a solution of crude 1-bromo-5-fluoro-2-methyl-3-nitro-benzene (5.96 g) in MeOH (90 mL) was added concentrated hydrochloric acid (11.7 mL) and iron (6.1 g) and the reaction mixture was heated to reflux. After 16 h, the mixture was cooled, diluted with DCM, washed with sodium carbonate solution, dried (MgSO4) and the solvent removed in vacuo. The residue was purified using flash chromatography to yield 3-bromo-5-fluoro-2-methyl-phenylamine (1.46 g). The reactants are N(=[N+]=[N-])C[C@H](C1=CC=CC=C1)NC(=O)C1=NN(C2=C1CCC=1C=NC(=NC21)NC2=CC=C(C=C2)N2CCN(CC2)C)C (N-[(1S)-2-azido-1-phenylethyl]-1-methyl-8-{[4-(4-methylpiperazin-1-yl)phenyl]amino}-4,5-dihydro-1H-pyrazolo[4,3-h]quinazoline-3-carboxamide), [NH4+].[Cl-] (NH4Cl). The reagents and catalysts are [Fe] (iron). The solvent is CO (methanol), O (water). Yields the product NC[C@H](C1=CC=CC=C1)NC(=O)C1=NN(C2=C1CCC=1C=NC(=NC21)NC2=CC=C(C=C2)N2CCN(CC2)C)C (N-[(1S)-2-amino-1-phenylethyl]-1-methyl-8-{[4-(4-methylpiperazin-1-yl)phenyl]amino}-4,5-dihydro-1H-pyrazolo[4,3-h]quinazoline-3-carboxamide). Isolated yield 76.7%. Reaction SMILES: [N:1]([CH2:4][C@@H:5]([NH:12][C:13]([C:15]1[C:19]2[CH2:20][CH2:21][C:22]3[CH:23]=[N:24][C:25]([NH:28][C:29]4[CH:34]=[CH:33][C:32]([N:35]5[CH2:40][CH2:39][N:38]([CH3:41])[CH2:37][CH2:36]5)=[CH:31][CH:30]=4)=[N:26][C:27]=3[C:18]=2[N:17]([CH3:42])[N:16]=1)=[O:14])[C:6]1[CH:11]=[CH:10][CH:9]=[CH:8][CH:7]=1)=[N+]=[N-].[NH4+].[Cl-]>CO.O.[Fe]>[NH2:1][CH2:4][C@@H:5]([NH:12][C:13]([C:15]1[C:19]2[CH2:20][CH2:21][C:22]3[CH:23]=[N:24][C:25]([NH:28][C:29]4[CH:30]=[CH:31][C:32]([N:35]5[CH2:40][CH2:39][N:38]([CH3:41])[CH2:37][CH2:36]5)=[CH:33][CH:34]=4)=[N:26][C:27]=3[C:18]=2[N:17]([CH3:42])[N:16]=1)=[O:14])[C:6]1[CH:11]=[CH:10][CH:9]=[CH:8][CH:7]=1 |f:1.2|. Procedure details: To a solution of 129 mg (0.228 mmol) of N-[(1S)-2-azido-1-phenylethyl]-1-methyl-8-{[4-(4-methylpiperazin-1-yl)phenyl]amino}-4,5-dihydro-1H-pyrazolo[4,3-h]quinazoline-3-carboxamide in 16 mL of methanol, 65 mg (1.2 mmol) of NH4Cl dissolved in 3.2 mL of water and 39 mg of iron (0.7 mmol) were added and the mixture refluxed overnight. The suspension was cooled to room temperature and filtered. After removal of methanol, solid Na2CO3 was added portionwise to the aqueous phase up to pH 10 and the prod... Product: ClC1=CC=2C(C3=CC=CC=C3SC2C=C1)=C1CCN(CC1)CC1CCC1 (4-(2-chloro-9-thioxanthenylidene)-1-cyclobutylmethylpiperidine). The solvent is CCOCC (ether). Reactants: amide, ClC1=CC=2C(C3=CC=CC=C3SC2C=C1)=C1CCNCC1 (4-(2-chloro-9-thioxanthenylidene)piperidine), C1=CC=CC=C1 (benzene), C1=CC=CC=C1 (benzene), C1(CCC1)C(=O)Cl (cyclobutylcarboxylic acid chloride), [H-].[Al+3].[Li+].[H-].[H-].[H-] (lithium aluminum hydride). Reaction SMILES: [Cl:1][C:2]1[CH:15]=[CH:14][C:13]2[S:12][C:11]3[C:6](=[CH:7][CH:8]=[CH:9][CH:10]=3)[C:5](=[C:16]3[CH2:21][CH2:20][NH:19][CH2:18][CH2:17]3)[C:4]=2[CH:3]=1.[CH:22]1[CH:27]=[CH:26][CH:25]=[CH:24]C=1.C1(C(Cl)=O)CCC1.[H-].[Al+3].[Li+].[H-].[H-].[H-]>CCOCC>[Cl:1][C:2]1[CH:15]=[CH:14][C:13]2[S:12][C:11]3[C:6](=[CH:7][CH:8]=[CH:9][CH:10]=3)[C:5](=[C:16]3[CH2:21][CH2:20][N:19]([CH2:22][CH:27]4[CH2:24][CH2:25][CH2:26]4)[CH2:18][CH2:17]3)[C:4]=2[CH:3]=1 |f:3.4.5.6.7.8|. Procedure: Similarly, 6.3 g. (0.02 mol) of 4-(2-chloro-9-thioxanthenylidene)piperidine in 30 ml. of benzene is treated with a solution of 1.2 g. (0.01 mol) of cyclobutylcarboxylic acid chloride in 10 ml. of benzene. Following the above workup procedure, the intermediate amide is reduced with 1.5 g. (0.04 mol) of lithium aluminum hydride in 50 ml. of ether. After isolation of the amine product, the ether is evaporated in vacuo and a hexamate salt formed of 4-(2-chloro-9-thioxanthenylidene)-1-cyclobutylmethy... Product: O=C1NC(=NC2=CC(=CC=C12)C1=C(C=CC=C1)C)N1N=CC(=C1)C(=O)O (1-(4-Oxo-7-o-tolyl-3,4-dihydro-quinazolin-2-yl)-1H-pyrazole-4-carboxylic acid). Reported procedure: The titled compound was prepared in a manner analogous to Example 184, steps C-E using 1-[7-iodo-3-(2-methoxy-ethoxymethyl)-4-oxo-3,4-dihydro-quinazolin-2-yl]-1H-pyrazole-4-carboxylic acid ethyl ester (Intermediate from Example 184, product from step B) and 2-methylphenylboronic acid in step C. MS (ESI): mass calcd. for C19H14N4O3, 346.1; m/z found, 347.1 [M+H]+. 1H NMR (600 MHz, DMSO-d6): 12.82 (br s, 1H), 8.92 (s, 1H), 8.10 (s, 1H), 8.08 (d, J=8.1 Hz, 1H), 7.47 (s, 1H), 7.36-7.27 (m, 5H), 2.28... The reactants are C(C)OC(=O)C=1C=NN(C1)C1=NC2=CC(=CC=C2C(N1COCCOC)=O)I (1-[7-iodo-3-(2-methoxy-ethoxymethyl)-4-oxo-3,4-dihydro-quinazolin-2-yl]-1H-pyrazole-4-carboxylic acid ethyl ester), CC1=C(C=CC=C1)B(O)O (2-methylphenylboronic acid), O=C1NC(=NC2=CC(=CC=C12)C1=CC=CC=C1)N1N=CC(=C1)C(=O)O (1-(4-oxo-7-phenyl-3,4-dihydro-quinazolin-2-yl)-1H-pyrazole-4-carboxylic acid), product. Reaction SMILES: C([O:3][C:4]([C:6]1[CH:7]=[N:8][N:9]([C:11]2[N:20](COCCOC)[C:19](=[O:27])[C:18]3[C:13](=[CH:14][C:15](I)=[CH:16][CH:17]=3)[N:12]=2)[CH:10]=1)=[O:5])C.O=C1[C:39]2[C:34](=[CH:35][C:36]([C:40]3C=CC=CC=3)=[CH:37][CH:38]=2)N=C(N2C=C(C(O)=O)C=N2)N1.CC1C=CC=CC=1B(O)O>>[O:27]=[C:19]1[C:18]2[C:13](=[CH:14][C:15]([C:35]3[CH:34]=[CH:39][CH:38]=[CH:37][C:36]=3[CH3:40])=[CH:16][CH:17]=2)[N:12]=[C:11]([N:9]2[CH:10]=[C:6]([C:4]([OH:3])=[O:5])[CH:7]=[N:8]2)[NH:20]1. Reactants: Nc1cccc(-c2cccc3cc(C(=O)NC4CN5CCC4CC5)oc23)c1, O=C(Cl)c1ccco1. Yields the product Cl, O=C(Nc1cccc(-c2cccc3cc(C(=O)NC4CN5CCC4CC5)oc23)c1)c1ccco1. Reaction SMILES: [NH2:1][c:2]1[cH:3][c:4](-[c:8]2[cH:9][cH:10][cH:11][c:12]3[cH:13][c:14]([C:17](=[O:18])[NH:19][CH:20]4[CH2:21][N:22]5[CH2:23][CH2:24][CH:25]4[CH2:26][CH2:27]5)[o:15][c:16]23)[cH:5][cH:6][cH:7]1.[o:28]1[c:29]([C:33](=[O:34])[Cl:35])[cH:30][cH:31][cH:32]1>>[ClH:35].[NH:1]([c:2]1[cH:3][c:4](-[c:8]2[cH:9][cH:10][cH:11][c:12]3[cH:13][c:14]([C:17](=[O:18])[NH:19][CH:20]4[CH2:21][N:22]5[CH2:23][CH2:24][CH:25]4[CH2:26][CH2:27]5)[o:15][c:16]23)[cH:5][cH:6][cH:7]1)[C:33]([c:29]1[o:28][cH:32][cH:31][cH:30]1)=[O:34]. The reactants are C1CCOC1, C[Zn+], CCOC(C)=O, [Cl-], Cc1ccc(S(=O)(=O)n2cc(I)c3c(Cl)nc(Cl)nc32)cc1, c1ccc(P(c2ccccc2)(c2ccccc2)[Pd](P(c2ccccc2)(c2ccccc2)c2ccccc2)(P(c2ccccc2)(c2ccccc2)c2ccccc2)P(c2ccccc2)(c2ccccc2)c2ccccc2)cc1. The product is Cc1ccc(S(=O)(=O)n2cc(C)c3c(Cl)nc(Cl)nc32)cc1. Reaction SMILES: [CH2:26]1[O:27][CH2:28][CH2:29][CH2:30]1.[CH3:24][Zn+:25].[CH3:31][CH2:32][O:33][C:34](=[O:35])[CH3:36].[Cl-:23].[Cl:1][c:2]1[n:3][c:4]([Cl:22])[c:5]2[c:6]([n:7]1)[n:8]([S:12](=[O:13])(=[O:14])[c:15]1[cH:16][cH:17][c:18]([CH3:21])[cH:19][cH:20]1)[cH:9][c:10]2[I:11].[cH:37]1[cH:38][cH:39][c:40]([P:41]([Pd:42]([P:43]([c:44]2[cH:45][cH:46][cH:47][cH:48][cH:49]2)([c:50]2[cH:51][cH:52][cH:53][cH:54][cH:55]2)[c:56]2[cH:57][cH:58][cH:59][cH:60][cH:61]2)([P:62]([c:63]2[cH:64][cH:65][cH:66][cH:67][cH:68]2)([c:69]2[cH:70][cH:71][cH:72][cH:73][cH:74]2)[c:75]2[cH:76][cH:77][cH:78][cH:79][cH:80]2)[P:81]([c:82]2[cH:83][cH:84][cH:85][cH:86][cH:87]2)([c:88]2[cH:89][cH:90][cH:91][cH:92][cH:93]2)[c:94]2[cH:95][cH:96][cH:97][cH:98][cH:99]2)([c:100]2[cH:101][cH:102][cH:103][cH:104][cH:105]2)[c:106]2[cH:107][cH:108][cH:109][cH:110][cH:111]2)[cH:112][cH:113]1>>[Cl:1][c:2]1[n:3][c:4]([Cl:22])[c:5]2[c:6]([n:7]1)[n:8]([S:12](=[O:13])(=[O:14])[c:15]1[cH:16][cH:17][c:18]([CH3:21])[cH:19][cH:20]1)[cH:9][c:10]2[CH3:24]. Starting materials: CCOC(=O)C1Oc2ccc(CC(C)N(C)C(=O)OC(C)(C)C)cc2O1, C1CCOC1, CO, [Li+], [OH-], O, O. Product: CC(Cc1ccc2c(c1)OC(C(=O)O)O2)N(C)C(=O)OC(C)(C)C. Reaction SMILES: [CH2:1]([CH3:2])[O:3][C:4](=[O:5])[CH:6]1[O:7][c:8]2[c:9]([cH:11][cH:12][c:13]([CH2:15][CH:16]([CH3:17])[N:18]([CH3:19])[C:20](=[O:21])[O:22][C:23]([CH3:24])([CH3:25])[CH3:26])[cH:14]2)[O:10]1.[CH2:31]1[O:32][CH2:33][CH2:34][CH2:35]1.[CH3:36][OH:37].[Li+:30].[OH-:29].[OH2:27].[OH2:28]>>[O:3]=[C:4]([OH:5])[CH:6]1[O:7][c:8]2[c:9]([cH:11][cH:12][c:13]([CH2:15][CH:16]([CH3:17])[N:18]([CH3:19])[C:20](=[O:21])[O:22][C:23]([CH3:24])([CH3:25])[CH3:26])[cH:14]2)[O:10]1. The reactants are C(C1=CC=CC=C1)OC([C@@H](NC(=O)OC(C)(C)C)CC1=CC=C(C=C1)C1=CC=C(C=C1)F)=O (N-tert.-butoxycarbonyl-4-(4-fluorophenyl)-L-phenylalanine benzyl ester), Cl.C(C)(=O)OCC (hydrogen chloride ethyl acetate), C(C)(=O)OCC (ethyl acetate). Conditions: time 17 hour. Yields the product Cl.C(C1=CC=CC=C1)OC([C@@H](N)CC1=CC=C(C=C1)C1=CC2=CC=CC=C2C=C1)=O (4-(2-Naphthyl)-L-phenylalanine benzyl ester hydrochloride). Yield: 82.0%. RXN SMILES: [CH2:1]([O:8][C:9](=[O:33])[C@H:10]([CH2:19][C:20]1[CH:25]=[CH:24][C:23]([C:26]2[CH:31]=[CH:30][C:29](F)=[CH:28][CH:27]=2)=[CH:22][CH:21]=1)[NH:11]C(OC(C)(C)C)=O)[C:2]1[CH:7]=[CH:6][CH:5]=[CH:4][CH:3]=1.[ClH:34].C(O[CH2:39][CH3:40])(=O)C.[C:41](OCC)(=O)[CH3:42]>>[ClH:34].[CH2:1]([O:8][C:9](=[O:33])[C@H:10]([CH2:19][C:20]1[CH:25]=[CH:24][C:23]([C:26]2[CH:27]=[CH:28][C:29]3[C:30](=[CH:41][CH:42]=[CH:39][CH:40]=3)[CH:31]=2)=[CH:22][CH:21]=1)[NH2:11])[C:2]1[CH:3]=[CH:4][CH:5]=[CH:6][CH:7]=1 |f:1.2,4.5|. Reported procedure: To a solution of N-tert.-butoxycarbonyl-4-(4-fluorophenyl)-L-phenylalanine benzyl ester (700 mg) in ethyl acetate (3.2 ml) was added 4.1N hydrogen chloride/ethyl acetate (3.8 ml). The mixture was stirred at room temperature for 17 hours. The reaction mixture was concentrated in vacuo to give 3.1 g (82%) of the titled compound (reference compound No. 1-1).